Task: describe an organic reaction: reactants, conditions, products, and yield. Dataset: the Open Reaction Database (ORD), a public repository of structured organic reaction records Reactants: ClC1=C(C(=CC=C1)Cl)C1C(=C(NC(=C1C(=O)OC)CCC1=C(C=CC=C1)[N+](=O)[O-])CC(=O)OC)C(=O)OC (dimethyl 4-(2,6-dichlorophenyl)-2-(2-methoxy-2-oxoethyl)-6-[2-(2-nitrophenyl)ethyl]-1,4-dihydro-3,5-pyridinedicarboxylate). The reagents and catalysts are [OH-].[Pd+2].[OH-] (palladium hydroxide). Solvent: CO (MeOH). Conditions: time 4 hour. Product: NC1=C(C=CC=C1)CCC=1NC(=C(C(C1C(=O)OC)C1=C(C=CC=C1Cl)Cl)C(=O)OC)CC(=O)OC (Dimethyl 2-[2-(2-aminophenyl)ethyl]-4-(2,6-dichlorophenyl)-6-(2-methoxy-2-oxoethyl)-1,4-dihydro-3,5-pyridinedicarboxylate). Reaction SMILES: [Cl:1][C:2]1[CH:7]=[CH:6][CH:5]=[C:4]([Cl:8])[C:3]=1[CH:9]1[C:14]([C:15]([O:17][CH3:18])=[O:16])=[C:13]([CH2:19][CH2:20][C:21]2[CH:26]=[CH:25][CH:24]=[CH:23][C:22]=2[N+:27]([O-])=O)[NH:12][C:11]([CH2:30][C:31]([O:33][CH3:34])=[O:32])=[C:10]1[C:35]([O:37][CH3:38])=[O:36]>CO.[OH-].[Pd+2].[OH-]>[NH2:27][C:22]1[CH:23]=[CH:24][CH:25]=[CH:26][C:21]=1[CH2:20][CH2:19][C:13]1[NH:12][C:11]([CH2:30][C:31]([O:33][CH3:34])=[O:32])=[C:10]([C:35]([O:37][CH3:38])=[O:36])[CH:9]([C:3]2[C:4]([Cl:8])=[CH:5][CH:6]=[CH:7][C:2]=2[Cl:1])[C:14]=1[C:15]([O:17][CH3:18])=[O:16] |f:2.3.4|. Procedure details: A mixture of dimethyl 4-(2,6-dichlorophenyl)-2-(2-methoxy-2-oxoethyl)-6-[2-(2-nitrophenyl)ethyl]-1,4-dihydro-3,5-pyridinedicarboxylate (3.0 g) and palladium hydroxide, 20 wt % on carbon (300 mg) in MeOH (50 ml) was stirred under hydrogen atmosphere by balloon for 4 hours. Catalyst was removed by filtration and filter cake was washed with CH2Cl2. The combined organic solvent was evaporated to afford a dark green solid (2.61 g192%). Reactants: C=CCn1cc(C)c2c3ccccc3nc(OC3CC(C(=O)OC)N(C(=O)OC(C)(C)C)C3)c21, ClCCl, O=C(O)C(F)(F)F. The product is C=CCn1cc(C)c2c3ccccc3nc(OC3CNC(C(=O)OC)C3)c21. As a reaction SMILES: [CH2:8]([CH:9]=[CH2:10])[n:11]1[cH:12][c:13]([CH3:41])[c:14]2[c:15]1[c:16]([O:24][CH:25]1[CH2:26][CH:27]([C:37](=[O:38])[O:39][CH3:40])[N:28]([C:30]([O:31][C:32]([CH3:33])([CH3:34])[CH3:35])=[O:36])[CH2:29]1)[n:17][c:18]1[cH:19][cH:20][cH:21][cH:22][c:23]21.[Cl:42][CH2:43][Cl:44].[F:1][C:2]([F:3])([F:4])[C:5]([OH:6])=[O:7]>>[CH2:8]([CH:9]=[CH2:10])[n:11]1[cH:12][c:13]([CH3:41])[c:14]2[c:15]1[c:16]([O:24][CH:25]1[CH2:26][CH:27]([C:37](=[O:38])[O:39][CH3:40])[NH:28][CH2:29]1)[n:17][c:18]1[cH:19][cH:20][cH:21][cH:22][c:23]21.